describe an organic reaction: reactants, conditions, products, and yield From a dataset of the Open Reaction Database (ORD), a public repository of structured organic reaction records. The product is ClC1=NC=C(N=C1)C1=C(C=CC(=C1)OC)F (2-chloro-5-(2-fluoro-5-methoxyphenyl) pyrazine). Starting materials: FC1=C(C=C(C=C1)OC)C=1N=CC(NC1)=O (5-(2-fluoro-5-methoxyphenyl)-pyrazin-2-one), O=P(Cl)(Cl)Cl (POCl3). Reaction SMILES: [F:1][C:2]1[CH:7]=[CH:6][C:5]([O:8][CH3:9])=[CH:4][C:3]=1[C:10]1[N:11]=[CH:12][C:13](=O)[NH:14][CH:15]=1.O=P(Cl)(Cl)[Cl:19]>>[Cl:19][C:13]1[CH:12]=[N:11][C:10]([C:3]2[CH:4]=[C:5]([O:8][CH3:9])[CH:6]=[CH:7][C:2]=2[F:1])=[CH:15][N:14]=1. Procedure: A solution of 5-(2-fluoro-5-methoxyphenyl)-pyrazin-2-one in POCl3 was heated at 100° C. -110° C. in a sealed tube for 16 h. After evaporating the remaining POCl3 under reduced pressure, the brown residue was taken up in EtOAc and washed (3×) with saturated aqueous NaHCO3 solution. The EtOAc solution was then dried (Na2SO4) and concentrated under reduced pressure leaving a brown oil. The oil was filtered through a pad of silica gel (30% EtOAc/hexanes eluent) and the solvents were again evaporated...